From a dataset of the Open Reaction Database (ORD), a public repository of structured organic reaction records. describe an organic reaction: reactants, conditions, products, and yield The reactants are Cl.S1C(=CC2=C1C=CC=C2)C(=O)NC2(CCCCC2)C(=O)NC2C(CNCC2)O (4-[N-[1-[N-(benzothiophen-2-ylcarbonyl)amino]cyclohexanecarbonyl]amino]-3-piperidinol hydrochloride), BrC1=C(C=C(C=C1)Cl)F (1-bromo-2-fluoro-4-chlorobenzene). The product is S1C(=CC2=C1C=CC=C2)C(=O)NC2(CCCCC2)C(=O)NC2C(CN(CC2)C2=C(C=C(C=C2)Cl)F)=O (4-[N-[1-[N-(benzothiophen-2-ylcarbonyl)amino]cyclohexanecarbonyl]amino]-1-(4-chloro-2-fluoro-phenyl)piperidin-3-one). Reaction SMILES: Cl.[S:2]1[C:6]2[CH:7]=[CH:8][CH:9]=[CH:10][C:5]=2[CH:4]=[C:3]1[C:11]([NH:13][C:14]1([C:20]([NH:22][CH:23]2[CH2:28][CH2:27][NH:26][CH2:25][CH:24]2[OH:29])=[O:21])[CH2:19][CH2:18][CH2:17][CH2:16][CH2:15]1)=[O:12].Br[C:31]1[CH:36]=[CH:35][C:34]([Cl:37])=[CH:33][C:32]=1[F:38]>>[S:2]1[C:6]2[CH:7]=[CH:8][CH:9]=[CH:10][C:5]=2[CH:4]=[C:3]1[C:11]([NH:13][C:14]1([C:20]([NH:22][CH:23]2[CH2:28][CH2:27][N:26]([C:31]3[CH:36]=[CH:35][C:34]([Cl:37])=[CH:33][C:32]=3[F:38])[CH2:25][C:24]2=[O:29])=[O:21])[CH2:19][CH2:18][CH2:17][CH2:16][CH2:15]1)=[O:12] |f:0.1|. Procedure details: In accordance with the same procedure as in Example 85, except that 4-[N-[1-[N-(benzothiophen-2-ylcarbonyl)amino]cyclohexanecarbonyl]amino]-3-piperidinol hydrochloride was used instead of 4-[N-[1-[N-(furan-2-ylcarbonyl)amino]cyclohexanecarbonyl]amino]-3-piperidinol hydrochloride and 1-bromo-2-fluoro-4-chlorobenzene was used instead of 1-bromo-4-fluoro-2-thiomethoxybenzene in Step 1 thereof, 76 mg of the titled compound was prepared